Dataset: the Open Reaction Database (ORD), a public repository of structured organic reaction records. Task: describe an organic reaction: reactants, conditions, products, and yield The solvent is CN1CCCC1=O (NMP). RXN SMILES: [Cl:1][C:2]1[CH:10]=[CH:9][C:8]2[NH:7][C:6]3[CH2:11][CH2:12][N:13]([CH3:15])[CH2:14][C:5]=3[C:4]=2[CH:3]=1.[CH3:16][C:17]1[C:18]([NH:25][C:26](=[O:28])[CH3:27])=[N:19][CH:20]=[C:21]([CH:23]=[CH2:24])[CH:22]=1.[OH-].[K+]>CN1C(=O)CCC1>[Cl:1][C:2]1[CH:10]=[CH:9][C:8]2[N:7]([CH2:24][CH2:23][C:21]3[CH:22]=[C:17]([CH3:16])[C:18]([NH:25][C:26](=[O:28])[CH3:27])=[N:19][CH:20]=3)[C:6]3[CH2:11][CH2:12][N:13]([CH3:15])[CH2:14][C:5]=3[C:4]=2[CH:3]=1 |f:2.3|. Reactants: ClC1=CC=2C3=C(NC2C=C1)CCN(C3)C (8-chloro-2,3,4,5-tetrahydro-2-methyl-1H-pyrido[4,3-b]indole), CC=1C(=NC=C(C1)C=C)NC(C)=O (N-(3-methyl-5-vinylpyridin-2-yl)acetamide), [OH-].[K+] (KOH). Procedure details: The title compound is prepared from a mixture of 8-chloro-2,3,4,5-tetrahydro-2-methyl-1H-pyrido[4,3-b]indole, N-(3-methyl-5-vinylpyridin-2-yl)acetamide and KOH (5-7 equiv) in NMP at a temperature ranging between 25 deg C. to 100 deg C. The product obtained is isolated by preparative HPLC. Product: ClC1=CC=2C3=C(N(C2C=C1)CCC=1C=C(C(=NC1)NC(C)=O)C)CCN(C3)C (N-(5-(2-(8-chloro-1,2,3,4-tetrahydro-2-methylpyrido[4,3-b]indol-5-yl)ethyl)-3-methylpyridin-2-yl)acetamide). The reactants are BrC1=CC=C(C=C1)NC1=NN2C(C=CC=C2C=2C=C(C=CC2)S(=O)(=O)NC(C)(C)C)=N1 (3-(2-(4-bromophenylamino)-[1,2,4]triazolo[1,5-a]pyridin-5-yl)-N-tert-butylbenzenesulfonamide), N1(CCCC1)CCO (2-(pyrrolidin-1-yl)ethanol). Reagents/catalysts: [Cu]I (copper (I) iodide). The solvent is C(C)(=O)OCC (ethyl acetate). Reaction conditions: temperature 20 celsius, time 18 hour. Yields the product C(C)(C)(C)NS(=O)(=O)C1=CC(=CC=C1)C1=CC=CC=2N1N=C(N2)NC2=CC=C(C=C2)OCCN2CCCC2 (N-tert-butyl-3-(2-(4-(2-(pyrrolidin-1-yl)ethoxy)phenylamino)-[1,2,4]triazolo[1,5-a]pyridin-5-yl)benzenesulfonamide). Isolated yield 36.0%. Reaction SMILES: Br[C:2]1[CH:7]=[CH:6][C:5]([NH:8][C:9]2[N:31]=[C:12]3[CH:13]=[CH:14][CH:15]=[C:16]([C:17]4[CH:18]=[C:19]([S:23]([NH:26][C:27]([CH3:30])([CH3:29])[CH3:28])(=[O:25])=[O:24])[CH:20]=[CH:21][CH:22]=4)[N:11]3[N:10]=2)=[CH:4][CH:3]=1.[N:32]1([CH2:37][CH2:38][OH:39])[CH2:36][CH2:35][CH2:34][CH2:33]1>C(OCC)(=O)C.[Cu]I>[C:27]([NH:26][S:23]([C:19]1[CH:20]=[CH:21][CH:22]=[C:17]([C:16]2[N:11]3[N:10]=[C:9]([NH:8][C:5]4[CH:6]=[CH:7][C:2]([O:39][CH2:38][CH2:37][N:32]5[CH2:36][CH2:35][CH2:34][CH2:33]5)=[CH:3][CH:4]=4)[N:31]=[C:12]3[CH:13]=[CH:14][CH:15]=2)[CH:18]=1)(=[O:25])=[O:24])([CH3:30])([CH3:29])[CH3:28]. Reported procedure: A solution of 3-(2-(4-bromophenylamino)-[1,2,4]triazolo[1,5-a]pyridin-5-yl)-N-tert-butylbenzenesulfonamide (150 mg, 0.3 mmol) and copper (I) iodide (57 mg, 0.3 mmol) in 2-(pyrrolidin-1-yl)ethanol (2 mL) was heated at 140° C. under a nitrogen atmosphere. After 18 hr, the reaction mixture was cooled to 20° C. and diluted with ethyl acetate (100 mL). The solution was washed with water. The collected organic was dried over anhydrous sodium sulfate, filtered, and concentrated. Purification by prepara... Starting materials: CN1C(CCCC1)=S (1-Methyl-2-piperidothione), C(C1=CC=CC=C1)Br (benzyl bromide). The solvent is CC(=O)C (acetone). Conditions: time 3 hour. Product: [Br-].C(C1=CC=CC=C1)SC1=[N+](CCCC1)C (2Benzylthio-3,4,5,6-tetrahydro-1-methylpyridinium bromide). Isolated yield 63.7%. As a reaction SMILES: [CH3:1][N:2]1[CH2:7][CH2:6][CH2:5][CH2:4][C:3]1=[S:8].[CH2:9]([Br:16])[C:10]1[CH:15]=[CH:14][CH:13]=[CH:12][CH:11]=1>CC(C)=O>[Br-:16].[CH2:9]([S:8][C:3]1[CH2:4][CH2:5][CH2:6][CH2:7][N+:2]=1[CH3:1])[C:10]1[CH:15]=[CH:14][CH:13]=[CH:12][CH:11]=1 |f:3.4|. Procedure: 1-Methyl-2-piperidothione (1.29 g) was dissolved in acetone (10 ml) and treated with benzyl bromide (1.7 g). After allowing the mixture to stand for 3 hours at room temperature a solid formed and was filtered off, washed with acetone, and dried to give the title compound (1.9 g) mp 168°-7° C. (Found: C, 52.5; H, 6.3; N, 4.8. C13H18BrNS requires C, 52.0; H, 6.0; N, 4.7%).